This data is from the Open Reaction Database (ORD), a public repository of structured organic reaction records. The task is: describe an organic reaction: reactants, conditions, products, and yield The reactants are C(C=C)N(C(OC(C)(C)C)=O)C1CC2=CC(=CC=C2CC1)C#N (tert-butyl allyl(7-cyano-1,2,3,4-tetrahydronaphthalen-2-yl)carbamate), N1=CC=CC=C1 (pyridine), O=[O+][O-] (O3). Run in C(Cl)Cl.CO (CH2Cl2 MeOH). Reaction conditions: temperature -78 celsius, time 8 hour. The product is C(#N)C1=CC=C2CCC(CC2=C1)N(C(OC(C)(C)C)=O)CC=O (tert-Butyl (7-cyano-1,2,3,4-tetrahydronaphthalen-2-yl)(2-oxoethyl)carbamate). Reaction SMILES: [CH2:1]([N:4]([CH:12]1[CH2:21][CH2:20][C:19]2[C:14](=[CH:15][C:16]([C:22]#[N:23])=[CH:17][CH:18]=2)[CH2:13]1)[C:5](=[O:11])[O:6][C:7]([CH3:10])([CH3:9])[CH3:8])[CH:2]=C.N1C=CC=CC=1.[O:30]=[O+][O-]>C(Cl)Cl.CO>[C:22]([C:16]1[CH:15]=[C:14]2[C:19]([CH2:20][CH2:21][CH:12]([N:4]([CH2:1][CH:2]=[O:30])[C:5](=[O:11])[O:6][C:7]([CH3:10])([CH3:9])[CH3:8])[CH2:13]2)=[CH:18][CH:17]=1)#[N:23] |f:3.4|. Procedure details: A solution of tert-butyl allyl(7-cyano-1,2,3,4-tetrahydronaphthalen-2-yl)carbamate (320 mg, 1.0 mmol) in 1:1 CH2Cl2/MeOH (20 mL) containing pyridine (0.16 mL, 2.0 mmol) was cooled to −78° C., and O3 was passed through until a blue color was present. N2 was then bubbled through to discharge the blue color and Me2S (3 ml) was added. The reaction mixture was allowed to warm and left overnight. The mixture was washed with 1 N HCl and aqueous NaHCO3 and then dried and concentrated to give the title c... The reactants are [Cl-].[Na+] (sodium chloride), resultant solution, resultant solution, P(Cl)(Cl)(Cl)(Cl)Cl (phosphorus pentachloride), N1=CC=CC=C1 (pyridine), C1(=CC=CC=C1)CC(=O)NC1[C@@H]2N(C(=C(CS2)C=CC2=C(N=CS2)C)C(=O)OCC2=CC=C(C=C2)OC)C1=O (p-Methoxybenzyl 7-phenylacetamido-3-[2-(4-methylthiazol-5-yl)vinyl]-3-cephem-4-carboxylate). Run in C(Cl)Cl (methylene chloride), CO (methanol), C(Cl)Cl (methylene chloride), C(Cl)Cl (methylene chloride). Reaction conditions: temperature -30 celsius, time 1 hour. Yields the product NC1[C@@H]2N(C(=C(CS2)C=CC2=C(N=CS2)C)C(=O)O)C1=O (7-amino-3-[2-(4-methylthiazol-5-yl)vinyl]-3-cephem-4-carboxylic acid), p-methoxybenzyl ester. Isolated yield 78.0%. Reaction SMILES: C1(CC([NH:10][CH:11]2[C:38](=[O:39])[N:13]3[C:14]([C:26]([O:28]CC4C=CC(OC)=CC=4)=[O:27])=[C:15]([CH:18]=[CH:19][C:20]4[S:24][CH:23]=[N:22][C:21]=4[CH3:25])[CH2:16][S:17][C@H:12]23)=O)C=CC=CC=1.P(Cl)(Cl)(Cl)(Cl)Cl.N1C=CC=CC=1.[Cl-].[Na+]>C(Cl)Cl.CO>[NH2:10][CH:11]1[C:38](=[O:39])[N:13]2[C:14]([C:26]([OH:28])=[O:27])=[C:15]([CH:18]=[CH:19][C:20]3[S:24][CH:23]=[N:22][C:21]=3[CH3:25])[CH2:16][S:17][C@H:12]12 |f:3.4|. Procedure: p-Methoxybenzyl 7-phenylacetamido-3-[2-(4-methylthiazol-5-yl)vinyl]-3-cephem-4-carboxylate (trans-isomer) (0.720 g, 1.28 mmol) was dissolved in methylene chloride (3 ml). The resultant solution was poured into a solution of phosphorus pentachloride (0.800 g, 3.84 mmol) and pyridine (1.04 ml, 12.8 mmol) in methylene chloride (20 ml) at -30° C. The resultant solution was stirred for 3 hours under ice-cooling and poured into methanol (20 ml) as pre-cooled to -30° C., followed by stirring the mixtur... Reactants: BrC1=CC=C(C=C1)C1=NC=CC2=CC(=CC=C12)OC (1-(4-bromo-phenyl)-6-methoxy-isoquinoline), C(C)(=O)OCC (ethyl acetate). The solvent is Br (hydrobromic acid), C(C)(=O)O (acetic acid). The product is BrC1=CC=C(C=C1)C1=NC=CC2=CC(=CC=C12)O (1-(4-bromo-phenyl)-isoquinolin-6-ol). RXN SMILES: [Br:1][C:2]1[CH:7]=[CH:6][C:5]([C:8]2[C:17]3[C:12](=[CH:13][C:14]([O:18]C)=[CH:15][CH:16]=3)[CH:11]=[CH:10][N:9]=2)=[CH:4][CH:3]=1.C(OCC)(=O)C>C(O)(=O)C.Br>[Br:1][C:2]1[CH:7]=[CH:6][C:5]([C:8]2[C:17]3[C:12](=[CH:13][C:14]([OH:18])=[CH:15][CH:16]=3)[CH:11]=[CH:10][N:9]=2)=[CH:4][CH:3]=1. Procedure details: The 1-(4-bromo-phenyl)-6-methoxy-isoquinoline obtained is boiled under reflux in 53 ml of acetic acid and 37 ml of 62% aqueous hydrobromic acid. Subsequently, after cooling to room temperature and addition of 150 ml of ethyl acetate the separated precipitate is filtered off. The crystals are washed with ethyl acetate and dried. There are obtained 7.6 g of 1-(4-bromo-phenyl)-isoquinolin-6-ol, MS: m/e 300 (M+H+, 1 Br). Reactants: C(C1=CC=NC=C1)(=O)O (isonicotinic acid), C1=CC=C(C=C1)P(C2=CC=CC=C2)C3=CC=CC=C3 (PPh3), alcohol, CC(C)OC(=O)/N=N/C(=O)OC(C)C (DIAD). Solvent: C1CCOC1 (THF). Conditions: time 30 minute. Yields the product COC(C[C@H]1OCCC1)=O ((S)-(tetrahydro-furan-2-yl)-acetic acid methyl ester). RXN SMILES: [C:1]([OH:9])(=[O:8])[C:2]1[CH:7]=[CH:6]N=CC=1.[CH:10]1C=CC(P(C2C=CC=CC=2)C2C=CC=CC=2)=CC=1.[CH3:29][CH:30]([O:32]C(/N=N/C(OC(C)C)=O)=O)C>C1COCC1>[CH3:10][O:9][C:1](=[O:8])[CH2:2][C@@H:7]1[CH2:6][CH2:29][CH2:30][O:32]1. Procedure details: A mixture of isonicotinic acid (114.4 g, 0.93 mol), PPh3 (333.2 g, 1.27 mol) and alcohol 3c (110 g, 0.85 mol), in THF (1.1 L) is treated with DIAD (249.5 mL, 1.3 mol) dropwise at 0° C. After stirring for 30 min, the cooling bath is removed and the mixture is stirred at RT for 2 h. The mixture is filtered and then concentrated. The residue is triturated with Et2O and the ether layers are extracted with 30% HCl. The combined aqueous phases are washed with Et2O (2×) and EtOAc (2×) and then neutrali... Reactants: S(O)(O)(=O)=O (sulfuric acid), C(C)(=O)O (acetic acid), C(#N)C=1C=CN2C1C=NC=C2 (8-cyanopyrrolo[1,2-a]pyrazine), ice water. Run in O (water). The product is C(=O)(O)C=1C=CN2C1C=NC=C2 (8-carboxypyrrolo[1,2-a]pyrazine). As a reaction SMILES: C(C1[CH:4]=[CH:5][N:6]2[CH:11]=[CH:10][N:9]=[CH:8][C:7]=12)#N.S(=O)(=O)(O)O.[C:17]([OH:20])(=[O:19])[CH3:18]>O>[C:17]([C:18]1[CH:4]=[CH:5][N:6]2[CH:11]=[CH:10][N:9]=[CH:8][C:7]=12)([OH:20])=[O:19]. Reported procedure: To 1 g of 8-cyanopyrrolo[1,2-a]pyrazine prepared in Preparation Example 8 were added 10 ml of concentrated sulfuric acid, 10 ml of acetic acid and 10 ml of distilled water; and the mixture was refluxed for 1 hour. The reaction mixture was cooled and poured into 100 ml of ice-water. The resulting solid was filtered and dried under reduced pressure to obtain 0.5 g of title compound. Starting materials: CC1=C(N)C=C(C=C1)S(=O)(=O)C (2-methyl-5-(methylsulfonyl)aniline), CC1=C(N)C=C(C=C1)S(=O)(=O)C (2-methyl-5-(methylsulfonyl)aniline), Cl (hydrogen chloride), [I-].[K+] (potassium iodide), N(=O)[O-].[Na+] (sodium nitrite). The solvent is O (water), CCOC(=O)C (EtOAc). Conditions: temperature 0 celsius, time 30 minute. Product: IC1=C(C=CC(=C1)S(=O)(=O)C)C (2-iodo-1-methyl-4-(methylsulfonyl)benzene). Isolated yield 73.1%. Reaction SMILES: [CH3:1][C:2]1[CH:8]=[CH:7][C:6]([S:9]([CH3:12])(=[O:11])=[O:10])=[CH:5][C:3]=1N.Cl.N([O-])=O.[Na+].[I-:18].[K+]>O.CCOC(C)=O>[I:18][C:3]1[CH:5]=[C:6]([S:9]([CH3:12])(=[O:11])=[O:10])[CH:7]=[CH:8][C:2]=1[CH3:1] |f:2.3,4.5|. Reported procedure: A cooled (0° C.) solution of 2-methyl-5-(methylsulfonyl)aniline (Intermediate 16; 556 mg; 3.00 mmol) in aqueous hydrogen chloride (5 M, 10 mL; 50 mmol) was treated with sodium nitrite (248 mg; 3.60 mmol) and the resulting mixture was stirred at 0° C. for 30 minutes, before being treated with a solution of potassium iodide (4.98 g; 30 mmol) in water (8 mL). The resulting mixture was stirred at RT for 1 hour, the EtOAc was added and the phases separated. The organic layer was washed twice with an ...